This data is from the Open Reaction Database (ORD), a public repository of structured organic reaction records. The task is: describe an organic reaction: reactants, conditions, products, and yield The reactants are O=C(O)C(F)(F)F, CC(C)(C)OC(=O)N1CCc2c(C(=O)NCCn3cc(C(c4ccccc4)c4ccccc4)ccc3=O)cccc21. Product: O=C(NCCn1cc(C(c2ccccc2)c2ccccc2)ccc1=O)c1cccc2c1CCN2. As a reaction SMILES: [F:42][C:43]([F:44])([F:45])[C:46]([OH:47])=[O:48].[c:1]1([CH:7]([c:8]2[cH:9][cH:10][c:11](=[O:35])[n:12]([CH2:14][CH2:15][NH:16][C:17](=[O:18])[c:19]3[c:20]4[c:24]([cH:25][cH:26][cH:27]3)[N:23]([C:28]([O:29][C:30]([CH3:31])([CH3:32])[CH3:33])=[O:34])[CH2:22][CH2:21]4)[cH:13]2)[c:36]2[cH:37][cH:38][cH:39][cH:40][cH:41]2)[cH:2][cH:3][cH:4][cH:5][cH:6]1>>[c:1]1([CH:7]([c:8]2[cH:9][cH:10][c:11](=[O:35])[n:12]([CH2:14][CH2:15][NH:16][C:17](=[O:18])[c:19]3[c:20]4[c:24]([cH:25][cH:26][cH:27]3)[NH:23][CH2:22][CH2:21]4)[cH:13]2)[c:36]2[cH:37][cH:38][cH:39][cH:40][cH:41]2)[cH:2][cH:3][cH:4][cH:5][cH:6]1. Reaction SMILES: [Al+3:2].[CH2:7]([c:8]1[cH:9][cH:10][cH:11][cH:12][cH:13]1)[O:14][c:15]1[cH:16][c:17]2[cH:18][cH:19][c:20]([CH2:25][n:26]3[cH:27][c:28]([C:37](=[O:38])[O:39][CH3:40])[c:29](-[c:31]4[cH:32][cH:33][cH:34][cH:35][cH:36]4)[cH:30]3)[cH:21][c:22]2[cH:23][cH:24]1.[CH3:58][CH2:59][CH2:60][CH2:61][CH2:62][CH3:63].[H-:1].[H-:4].[H-:5].[H-:6].[Li+:3].[Na+:56].[Na+:57].[O:64]1[CH2:65][CH2:66][CH2:67][CH2:68]1.[OH2:41].[OH2:42].[OH2:43].[OH2:44].[OH2:45].[OH2:46].[OH2:47].[OH2:48].[OH2:49].[OH2:50].[S:51]([O-:52])([O-:53])(=[O:54])=[O:55]>>[CH2:7]([c:8]1[cH:9][cH:10][cH:11][cH:12][cH:13]1)[O:14][c:15]1[cH:16][c:17]2[cH:18][cH:19][c:20]([CH2:25][n:26]3[cH:27][c:28]([CH2:37][OH:38])[c:29](-[c:31]4[cH:32][cH:33][cH:34][cH:35][cH:36]4)[cH:30]3)[cH:21][c:22]2[cH:23][cH:24]1. Starting materials: [Al+3], COC(=O)c1cn(Cc2ccc3cc(OCc4ccccc4)ccc3c2)cc1-c1ccccc1, CCCCCC, [H-], [H-], [H-], [H-], [Li+], [Na+], [Na+], C1CCOC1, O, O, O, O, O, O, O, O, O, O, O=S(=O)([O-])[O-]. Yields the product OCc1cn(Cc2ccc3cc(OCc4ccccc4)ccc3c2)cc1-c1ccccc1. Product: C(C1=CC=CC=C1)NC(=O)NN(C)CC(=O)N[C@H](C(=O)N(CC1=CC=CC2=CC=CC=C12)[C@H](C(OCC)OCC)C)CC1=CC=C(C=C1)OC(C)(C)C (N-benzyl-2-(2-((S)-3-(4-tert-butoxyphenyl)-1-(((S)-1,1-diethoxypropan-2-yl)(naphthalen-1-ylmethyl)amino)-1-oxopropan-2-ylamino)-2-oxoethyl)-2-methylhydrazinecarboxamide). Conditions: time 8 hour. The reactants are C(C1=CC=CC=C1)NC(=O)NN(C)CC(=O)O (2-(2-(benzylcarbamoyl)-1-methylhydrazinyl)acetic acid), OC1=CC=CC=2NN=NC21 (hydroxybenzotriazole), C(C)N=C=NCCCN(C)C (1-ethyl-3-(3-dimethylaminopropyl)carbodiimide), N[C@H](C(=O)N(CC1=CC=CC2=CC=CC=C12)[C@H](C(OCC)OCC)C)CC1=CC=C(C=C1)OC(C)(C)C ((S)-2-amino-3-(4-tert-butoxyphenyl)-N—((S)-1,1-diethoxypropan-2-yl)-N-(naphthalen-1-ylmethyl)propanamide). The solvent is C(C)(=O)OCC (ethyl acetate), ClCCl (dichloromethane), ClCCl (dichloromethane). Procedure: To the solution of 2-(2-(benzylcarbamoyl)-1-methylhydrazinyl)acetic acid (Compound VI-3) 182 mg (0.77 mmol), hydroxybenzotriazole 104 mg (0.77 mmol) and 1-ethyl-3-(3-dimethylaminopropyl)carbodiimide 148 mg (0.77 mmol) in dichloromethane 3 ml, a solution of (S)-2-amino-3-(4-tert-butoxyphenyl)-N—((S)-1,1-diethoxypropan-2-yl)-N-(naphthalen-1-ylmethyl)propanamide (Compound IV-2) 260 mg (0.51 mmol) and 4-dimethylaminopyridine 31 mg (0.26 mmol) in dichloromethane 3 ml was added and stirred at room tem... As a reaction SMILES: [CH2:1]([NH:8][C:9]([NH:11][N:12]([CH2:14][C:15]([OH:17])=O)[CH3:13])=[O:10])[C:2]1[CH:7]=[CH:6][CH:5]=[CH:4][CH:3]=1.OC1C2N=NNC=2C=CC=1.C(N=C=NCCCN(C)C)C.[NH2:39][C@@H:40]([CH2:64][C:65]1[CH:70]=[CH:69][C:68]([O:71][C:72]([CH3:75])([CH3:74])[CH3:73])=[CH:67][CH:66]=1)[C:41]([N:43]([C@@H:55]([CH3:63])[CH:56]([O:60][CH2:61][CH3:62])[O:57][CH2:58][CH3:59])[CH2:44][C:45]1[C:54]2[C:49](=[CH:50][CH:51]=[CH:52][CH:53]=2)[CH:48]=[CH:47][CH:46]=1)=[O:42]>ClCCl.CN(C)C1C=CN=CC=1.C(OCC)(=O)C>[CH2:1]([NH:8][C:9]([NH:11][N:12]([CH2:14][C:15]([NH:39][C@@H:40]([CH2:64][C:65]1[CH:70]=[CH:69][C:68]([O:71][C:72]([CH3:75])([CH3:74])[CH3:73])=[CH:67][CH:66]=1)[C:41]([N:43]([C@@H:55]([CH3:63])[CH:56]([O:60][CH2:61][CH3:62])[O:57][CH2:58][CH3:59])[CH2:44][C:45]1[C:54]2[C:49](=[CH:50][CH:51]=[CH:52][CH:53]=2)[CH:48]=[CH:47][CH:46]=1)=[O:42])=[O:17])[CH3:13])=[O:10])[C:2]1[CH:3]=[CH:4][CH:5]=[CH:6][CH:7]=1. Reagents/catalysts: CN(C1=CC=NC=C1)C (4-dimethylaminopyridine). The yield is 89.9%.